Task: describe an organic reaction: reactants, conditions, products, and yield. Dataset: the Open Reaction Database (ORD), a public repository of structured organic reaction records Starting materials: C[Si](C)(C)C=[N+]=[N-] ((Trimethylsilyl)diazomethane), C(C)(C)(C)OC(=O)N1CCC2(C(NC(=N2)C2=CC(=CC=C2)C(=O)O)=O)CC1 (2-(3-carboxy-phenyl)-4-oxo-1,3,8-triaza-spiro[4.5]dec-1-ene-8-carboxylic acid tert-butyl ester), C[Si](C)(C)C=[N+]=[N-] ((trimethylsilyl)diazomethane). Solvent: CO (methanol). Run at time 1 hour. The product is C(C)(C)(C)OC(=O)N1CCC2(C(NC(=N2)C2=CC(=CC=C2)C(=O)OC)=O)CC1 (2-(3-methoxycarbonyl-phenyl)-4-oxo-1,3,8-triaza-spiro[4.5]dec-1-ene-8-carboxylic acid tert-butyl ester). Isolated yield 43.7%. As a reaction SMILES: [CH3:1][Si](C=[N+]=[N-])(C)C.[C:8]([O:12][C:13]([N:15]1[CH2:34][CH2:33][C:18]2([N:22]=[C:21]([C:23]3[CH:28]=[CH:27][CH:26]=[C:25]([C:29]([OH:31])=[O:30])[CH:24]=3)[NH:20][C:19]2=[O:32])[CH2:17][CH2:16]1)=[O:14])([CH3:11])([CH3:10])[CH3:9]>CO>[C:8]([O:12][C:13]([N:15]1[CH2:16][CH2:17][C:18]2([N:22]=[C:21]([C:23]3[CH:28]=[CH:27][CH:26]=[C:25]([C:29]([O:31][CH3:1])=[O:30])[CH:24]=3)[NH:20][C:19]2=[O:32])[CH2:33][CH2:34]1)=[O:14])([CH3:11])([CH3:9])[CH3:10]. Procedure details: (Trimethylsilyl)diazomethane (2.0 M in hexane, 4.0 ml, 8.0 mmol) was added dropwise to a solution of 2-(3-carboxy-phenyl)-4-oxo-1,3,8-triaza-spiro[4.5]dec-1-ene-8-carboxylic acid tert-butyl ester (200 mg, 0.54 mmol) in methanol (10 ml). The mixture was stirred at room temperature for one hour, and (trimethylsilyl)diazomethane (1.0 ml, 2.0 mmol) was then further added, followed by stirring for one hour. The reaction mixture was concentrated under reduced pressure, and the resulting solid was then... Starting materials: Cc1ccccc1, O=C(Cl)C(c1ccc(Cl)cc1)C1CC1, N#CC(O)c1cccc(Oc2ccc(F)cc2)c1, c1ccncc1. Product: N#CC(OC(=O)C(c1ccc(Cl)cc1)C1CC1)c1cccc(Oc2ccc(F)cc2)c1. Reaction SMILES: [CH3:39][c:40]1[cH:41][cH:42][cH:43][cH:44][cH:45]1.[CH:7]1([CH:10]([C:11](=[O:12])[Cl:13])[c:14]2[cH:15][cH:16][c:17]([Cl:20])[cH:18][cH:19]2)[CH2:8][CH2:9]1.[F:21][c:22]1[cH:23][cH:24][c:25]([O:26][c:27]2[cH:28][c:29]([CH:30]([C:31]#[N:32])[OH:33])[cH:34][cH:35][cH:36]2)[cH:37][cH:38]1.[cH:1]1[cH:2][cH:3][n:4][cH:5][cH:6]1>>[CH:7]1([CH:10]([C:11](=[O:12])[O:33][CH:30]([c:29]2[cH:28][c:27]([O:26][c:25]3[cH:24][cH:23][c:22]([F:21])[cH:38][cH:37]3)[cH:36][cH:35][cH:34]2)[C:31]#[N:32])[c:14]2[cH:15][cH:16][c:17]([Cl:20])[cH:18][cH:19]2)[CH2:8][CH2:9]1. Reactants: ClC1=CC(=C(C=C1)N1C(C=2CCCCC2C1S)=O)F (2-(4-chloro-2-fluorophenyl)-2,3,4,5,6,7-hexahydro-3-mercapto-1H-isoindol-1-one), C1(=CC=CC=C1)N=C=O (phenyl isocyanate). Reagents/catalysts: C(C)N(CC)CC (triethylamine). Run in ClCCl (dichloromethane). Run at time 3 hour. The product is ClC1=CC(=C(C=C1)N1C(C=2CCCCC2C1SC(NC1=CC=CC=C1)=O)=O)F (2-(4-Chloro-2-fluorophenyl)-3-(N-phenylcarbamoylthio)-2,3,4,5,6,7-hexahydro-1H-isoindol-1-one). Yield: 71.4%. RXN SMILES: [Cl:1][C:2]1[CH:7]=[CH:6][C:5]([N:8]2[CH:16]([SH:17])[C:15]3[CH2:14][CH2:13][CH2:12][CH2:11][C:10]=3[C:9]2=[O:18])=[C:4]([F:19])[CH:3]=1.[C:20]1([N:26]=[C:27]=[O:28])[CH:25]=[CH:24][CH:23]=[CH:22][CH:21]=1>ClCCl.C(N(CC)CC)C>[Cl:1][C:2]1[CH:7]=[CH:6][C:5]([N:8]2[CH:16]([S:17][C:27](=[O:28])[NH:26][C:20]3[CH:25]=[CH:24][CH:23]=[CH:22][CH:21]=3)[C:15]3[CH2:14][CH2:13][CH2:12][CH2:11][C:10]=3[C:9]2=[O:18])=[C:4]([F:19])[CH:3]=1. Reported procedure: In 20 ml of dichloromethane was dissolved 3.0 g of 2-(4-chloro-2-fluorophenyl)-2,3,4,5,6,7-hexahydro-3-mercapto-1H-isoindol-1-one, and 1.3 g of phenyl isocyanate, together with one drop of triethylamine, was added to the solution, followed by stirring at room temperature for 3 hours. The dichloromethane was distilled off under reduced pressure, and the residue was purified by means of column chromatography with the use of silica gel (developing solvent of acetonehexane), thereby producing 3.0 g ... Reactants: FC1=C(C=C(C=C1)[C@](CC1=CC=CC=C1)(NC=1SC(=C(N1)C(F)(F)F)C)C1=CC(=CC(=C1)OC(C(F)F)(F)F)F)O ((S)-2-fluoro-5-(1-(3-fluoro-5-(1,1,2,2-tetrafluoroethoxy)phenyl)-1-(5-methyl-4-(trifluoromethyl)thiazol-2-ylamino)-2-phenylethyl)phenol), C(=O)([O-])[O-].[K+].[K+] (K2CO3), IC(C)C (2-iodopropane). Run in CN(C)C=O (DMF). Conditions: time 18 hour. Product: FC1=C(C=C(C=C1)[C@@](CC1=CC=CC=C1)(C1=CC(=CC(=C1)OC(C(F)F)(F)F)F)NC=1SC(=C(N1)C(F)(F)F)C)OC(C)C ((S)-N-(1-(4-fluoro-3-isopropoxyphenyl)-1-(3-fluoro-5-(1,1,2,2-tetrafluoroethoxy)phenyl)-2-phenylethyl)-5-methyl-4-(trifluoromethyl)thiazol-2-amine). Yield: 77.0%. RXN SMILES: [F:1][C:2]1[CH:7]=[CH:6][C:5]([C@@:8]([C:27]2[CH:32]=[C:31]([O:33][C:34]([F:39])([F:38])[CH:35]([F:37])[F:36])[CH:30]=[C:29]([F:40])[CH:28]=2)([NH:16][C:17]2[S:18][C:19]([CH3:26])=[C:20]([C:22]([F:25])([F:24])[F:23])[N:21]=2)[CH2:9][C:10]2[CH:15]=[CH:14][CH:13]=[CH:12][CH:11]=2)=[CH:4][C:3]=1[OH:41].C([O-])([O-])=O.[K+].[K+].I[CH:49]([CH3:51])[CH3:50]>CN(C=O)C>[F:1][C:2]1[CH:7]=[CH:6][C:5]([C@:8]([NH:16][C:17]2[S:18][C:19]([CH3:26])=[C:20]([C:22]([F:23])([F:25])[F:24])[N:21]=2)([C:27]2[CH:32]=[C:31]([O:33][C:34]([F:38])([F:39])[CH:35]([F:37])[F:36])[CH:30]=[C:29]([F:40])[CH:28]=2)[CH2:9][C:10]2[CH:11]=[CH:12][CH:13]=[CH:14][CH:15]=2)=[CH:4][C:3]=1[O:41][CH:49]([CH3:51])[CH3:50] |f:1.2.3|. Procedure details: To a solution of (S)-2-fluoro-5-(1-(3-fluoro-5-(1,1,2,2-tetrafluoroethoxy)phenyl)-1-(5-methyl-4-(trifluoromethyl)thiazol-2-ylamino)-2-phenylethyl)phenol (16 mg, 0.026 mmol) in DMF (0.5 mL) was added K2CO3 (8 mg, 0.058 mmol), followed by the addition of 2-iodopropane (5 mg, 0.03 mmol). The reaction vessel was sealed and stirred at room temperature for 18 h. The solid was removed by filtration and the filtrate was purified by preparative HPLC Phenomenex AXIA Luna S5 30×75 mm Ballistic column 50-10...